describe an organic reaction: reactants, conditions, products, and yield From a dataset of the Open Reaction Database (ORD), a public repository of structured organic reaction records. Yields the product BrC1=CC(=C(C=C1)C1=CC=CC=C1)F (4-bromo-2-fluoro-biphenyl). Procedure: Solutions of 375 ml (325 g, 2.8 moles) of isoamyl nitrite, and of 378 grams (2.0 moles) of crude 4-bromo-2-fluoroaniline in 250 ml benzene are added separately and simultaneously dropwise over about 20 hours to 3500 ml of benzene vigorously stirred under a nitrogen atmosphere, and kept in a water bath at 65° C. The mixture is kept overnight at 65° C., then cooled, washed twice with 250 ml of water and evaporated. The dark oily residue is dissolved in 750 ml methanol and 450 ml concentrated hydro... Conditions: time 8 hour. Run in Cl (hydrochloric acid), O (water), Skellysolve B hexanes. As a reaction SMILES: N(OCCC(C)C)=O.[Br:9][C:10]1[CH:16]=[CH:15][C:13](N)=[C:12]([F:17])[CH:11]=1.[CH:18]1[CH:23]=[CH:22][CH:21]=[CH:20][CH:19]=1>Cl.O.[Zn].[Fe]>[Br:9][C:10]1[CH:16]=[CH:15][C:13]([C:18]2[CH:23]=[CH:22][CH:21]=[CH:20][CH:19]=2)=[C:12]([F:17])[CH:11]=1. Reagents/catalysts: [Fe] (iron), [Zn] (zinc). The reactants are N(=O)OCCC(C)C (isoamyl nitrite), BrC1=CC(=C(N)C=C1)F (4-bromo-2-fluoroaniline), C1=CC=CC=C1 (benzene), C1=CC=CC=C1 (benzene).